The task is: describe an organic reaction: reactants, conditions, products, and yield. This data is from the Open Reaction Database (ORD), a public repository of structured organic reaction records. The yield is 65.9%. Product: C(C)(C)(C)O[C@H](C(=O)OCC)C=1C(=NC(=C(C1N1CCC(CC1)(C)C)C1=CC=C(C=C1)OCC1=CC=C(C=C1)C#N)C)C ((S)-ethyl 2-(tert-butoxy)-2-(5-(4-((4-cyanobenzyl)oxy)phenyl)-4-(4,4-dimethylpiperidin-1-yl)-2,6-dimethylpyridin-3-yl)acetate). Starting materials: C(C)(C)(C)O[C@H](C(=O)OCC)C=1C(=NC(=C(C1N1CCC(CC1)(C)C)C1=CC=C(C=C1)O)C)C ((S)-ethyl 2-(tert-butoxy)-2-(4-(4,4-dimethylpiperidin-1-yl)-5-(4-hydroxyphenyl)-2,6-dimethylpyridin-3-yl)acetate), OCC1=CC=C(C#N)C=C1 (4-(hydroxymethyl)benzonitrile), C1=CC=C(C=C1)P(C2=CC=CC=C2)C3=CC=CC=C3 (Ph3P), CCOC(=O)/N=N/C(=O)OCC (DEAD). Procedure: To a stirred solution of (S)-ethyl 2-(tert-butoxy)-2-(4-(4,4-dimethylpiperidin-1-yl)-5-(4-hydroxyphenyl)-2,6-dimethylpyridin-3-yl)acetate (0.04 g, 0.085 mmol), 4-(hydroxymethyl)benzonitrile (0.057 g, 0.427 mmol) and Ph3P (0.067 g, 0.256 mmol) in THF (5 mL) was added DEAD (0.041 ml, 0.256 mmol) at 0° C. After 1 h, the cold bath was removed and stirred for 16 h at rt. Then, the reaction mixture was concentrated and the residue purified by prep-HPLC to afford (S)-ethyl 2-(tert-butoxy)-2-(5-(4-((4-c... Solvent: C1CCOC1 (THF). Run at time 1 hour. RXN SMILES: [C:1]([O:5][C@@H:6]([C:12]1[C:13]([CH3:34])=[N:14][C:15]([CH3:33])=[C:16]([C:26]2[CH:31]=[CH:30][C:29]([OH:32])=[CH:28][CH:27]=2)[C:17]=1[N:18]1[CH2:23][CH2:22][C:21]([CH3:25])([CH3:24])[CH2:20][CH2:19]1)[C:7]([O:9][CH2:10][CH3:11])=[O:8])([CH3:4])([CH3:3])[CH3:2].O[CH2:36][C:37]1[CH:44]=[CH:43][C:40]([C:41]#[N:42])=[CH:39][CH:38]=1.C1C=CC(P(C2C=CC=CC=2)C2C=CC=CC=2)=CC=1.CCOC(/N=N/C(OCC)=O)=O>C1COCC1>[C:1]([O:5][C@@H:6]([C:12]1[C:13]([CH3:34])=[N:14][C:15]([CH3:33])=[C:16]([C:26]2[CH:27]=[CH:28][C:29]([O:32][CH2:36][C:37]3[CH:44]=[CH:43][C:40]([C:41]#[N:42])=[CH:39][CH:38]=3)=[CH:30][CH:31]=2)[C:17]=1[N:18]1[CH2:19][CH2:20][C:21]([CH3:24])([CH3:25])[CH2:22][CH2:23]1)[C:7]([O:9][CH2:10][CH3:11])=[O:8])([CH3:2])([CH3:3])[CH3:4]. The reactants are O=CCOCc1ccccc1, CC(=O)OC(C)=O, C=CBr, [Mg], C1CCOC1, O. Yields the product C=CC(COCc1ccccc1)OC(C)=O. RXN SMILES: [CH2:5]([c:6]1[cH:7][cH:8][cH:9][cH:10][cH:11]1)[O:12][CH2:13][CH:14]=[O:15].[CH3:16][C:17](=[O:18])[O:19][C:20](=[O:21])[CH3:22].[CH:2](=[CH2:3])[Br:4].[Mg:1].[O:23]1[CH2:24][CH2:25][CH2:26][CH2:27]1.[OH2:28]>>[CH:2](=[CH2:3])[CH:14]([CH2:13][O:12][CH2:5][c:6]1[cH:7][cH:8][cH:9][cH:10][cH:11]1)[O:15][C:17]([CH3:16])=[O:18]. Reactants: [H-].[Na+] (sodium hydride), C(C1=CC=CC=C1)ONC(=O)NC1=CC=CC=C1 (1-benzyloxy-3-phenylurea), BrC(CC)CC (3-bromopentane), [H][H] (Hydrogen). The solvent is CN(C=O)C (N,N-dimethylformamide). Conditions: temperature 60 celsius, time 0.5 hour. The product is C(C1=CC=CC=C1)ON(C(=O)NC1=CC=CC=C1)C(CC)CC (1-benzyloxy-1-(1-ethylpropyl)-3-phenylurea). Yield: 62.9%. Reaction SMILES: [H-].[Na+].[CH2:3]([O:10][NH:11][C:12]([NH:14][C:15]1[CH:20]=[CH:19][CH:18]=[CH:17][CH:16]=1)=[O:13])[C:4]1[CH:9]=[CH:8][CH:7]=[CH:6][CH:5]=1.[H][H].Br[CH:24]([CH2:27][CH3:28])[CH2:25][CH3:26]>CN(C)C=O>[CH2:3]([O:10][N:11]([CH:24]([CH2:27][CH3:28])[CH2:25][CH3:26])[C:12]([NH:14][C:15]1[CH:20]=[CH:19][CH:18]=[CH:17][CH:16]=1)=[O:13])[C:4]1[CH:5]=[CH:6][CH:7]=[CH:8][CH:9]=1 |f:0.1|. Reported procedure: Under a nitrogen atmosphere, a flask was charged with sodium hydride (1.15 g 60% NaH in mineral oil, 29 mmol). Residual oil was washed from the sodium hydride using several portions of hexanes. N,N-Dimethylformamide (50 mL) was added followed by the dropwise addition of a solution of 1-benzyloxy-3-phenylurea (7.0 g, 29 mmol) in N,N-dimethylformamide (20 mL). Hydrogen evolution occurred immediately. The reaction was stirred for 0.5 hr then 3-bromopentane (4.0 mL, 32 mmol) was added dropwise. The ... Reactants: M-indole, C1=CC=CC2=NC=C3C=CC=CC3=C12 (phenanthridine), C1(=CC=CS1)C(=O)Cl (2-thenoyl chloride), N1C=CC2=CC=CC=C12 (indole). The product is N1C=C(C2=CC=CC=C12)C1N(C=2C=CC=CC2C2=CC=CC=C12)C(=O)C=1SC=CC1 ([6-(1H-Indol-3-yl)-6H-phenanthridin-5-yl]-thiophen-2-yl-methanone). RXN SMILES: [CH:1]1[C:14]2[C:5](=[N:6][CH:7]=[C:8]3[C:13]=2[CH:12]=[CH:11][CH:10]=[CH:9]3)[CH:4]=[CH:3][CH:2]=1.[C:15]1([C:20](Cl)=[O:21])[S:19][CH:18]=[CH:17][CH:16]=1.[NH:23]1[C:31]2[C:26](=[CH:27][CH:28]=[CH:29][CH:30]=2)[CH:25]=[CH:24]1>>[NH:23]1[C:31]2[C:26](=[CH:27][CH:28]=[CH:29][CH:30]=2)[C:25]([CH:7]2[C:8]3[C:13](=[CH:12][CH:11]=[CH:10][CH:9]=3)[C:14]3[CH:1]=[CH:2][CH:3]=[CH:4][C:5]=3[N:6]2[C:20]([C:15]2[S:19][CH:18]=[CH:17][CH:16]=2)=[O:21])=[CH:24]1. Reported procedure: [6-(1H-Indol-3-yl)-6H-phenanthridin-5-yl]-thiophen-2-yl-methanone was prepared from phenanthridine, 2-thenoyl chloride, and indole according to GP 2. Yield, 17%. 1H-NMR (CD3OD): δ=6.17 (d, J=0.9 Hz, 1H), 6.67 (d, J=7.9 Hz, 1H), 6.84-6.89 (m, 2H), 6.91 (td, J=3.8 Hz, J=1.1 Hz, 1H), 7.02-7.11 (m, 2H), 7.18-7.24 (m, 2H), 7.26 (s, 1H), 7.38-7.46 (m, 2H), 7.50-7.56 (m, 2H), 7.93 (dd, J=7.9 Hz, J=1.3 Hz, 1H), 7.97-8.01 (m, 1H), 8.06 (d, J=7.9 Hz, 1H); (+)-ESI-MS: m/z=407 [M+H]+, 290 [M-indole+H]+. Starting materials: FC1=C(C(=C(C=C1F)[N+](=O)[O-])F)C (2,3,6-trifluoro-5-nitrotoluene). The reagents and catalysts are [Pd] (Pd-C). The solvent is C(C)(=O)O (acetic acid). Product: FC1=C(N)C=C(C(=C1C)F)F (2,4,5-trifluoro-3-methylaniline). The yield is 77.5%. Reaction SMILES: [F:1][C:2]1[C:7]([F:8])=[CH:6][C:5]([N+:9]([O-])=O)=[C:4]([F:12])[C:3]=1[CH3:13]>[Pd].C(O)(=O)C>[F:12][C:4]1[C:3]([CH3:13])=[C:2]([F:1])[C:7]([F:8])=[CH:6][C:5]=1[NH2:9]. Reported procedure: To acetic acid (350 ml) are added 5% Pd-C (3.5 g) and 2,3,6-trifluoro-5-nitrotoluene (35 g) and the mixture is subjected to catalytic reduction at room temperature under atomospheric pressure. 5% Pd-C is filtered off and the acetic acid is distilled off under reduced pressure. The residue is poured into ice-water, neutralized, extracted with dichloromethane, and the extract is washed with water and dried. The solvent is distilled off under reduced pressure and the obtained residue is distilled u... The product is N#Cc1cc(S(=O)(=O)Nc2nccs2)ccc1F. Reactants: N#Cc1cc(S(=O)(=O)Cl)ccc1F, ClCCl, Cl, Nc1nccs1, c1ccncc1. RXN SMILES: [C:13](#[N:14])[c:15]1[cH:16][c:17]([S:22](=[O:23])(=[O:24])[Cl:25])[cH:18][cH:19][c:20]1[F:21].[Cl:27][CH2:28][Cl:29].[ClH:26].[NH2:1][c:2]1[s:3][cH:4][cH:5][n:6]1.[cH:7]1[cH:8][cH:9][n:10][cH:11][cH:12]1>>[NH:1]([c:2]1[s:3][cH:4][cH:5][n:6]1)[S:22]([c:17]1[cH:16][c:15]([C:13]#[N:14])[c:20]([F:21])[cH:19][cH:18]1)(=[O:23])=[O:24]. The reactants are O=C([O-])[O-], Nn1cc(CCc2cccnc2)c2cc(F)ccc21, Cc1nc(-c2cccc(F)c2)ncc1C(=O)O, [Na+], [Na+], CN(C)C=O. Yields the product Cc1nc(-c2cccc(F)c2)ncc1C(=O)Nn1cc(CCc2cccnc2)c2cc(F)ccc21. Reaction SMILES: [C:42](=[O:43])([O-:44])[O-:45].[F:18][c:19]1[cH:20][c:21]2[c:22]([CH2:29][CH2:30][c:31]3[cH:32][n:33][cH:34][cH:35][cH:36]3)[cH:23][n:24]([NH2:28])[c:25]2[cH:26][cH:27]1.[F:1][c:2]1[cH:3][c:4](-[c:8]2[n:9][cH:10][c:11]([C:15](=[O:16])[OH:17])[c:12]([CH3:14])[n:13]2)[cH:5][cH:6][cH:7]1.[Na+:46].[Na+:47].[O:37]=[CH:38][N:39]([CH3:40])[CH3:41]>>[F:1][c:2]1[cH:3][c:4](-[c:8]2[n:9][cH:10][c:11]([C:15](=[O:17])[NH:28][n:24]3[cH:23][c:22]([CH2:29][CH2:30][c:31]4[cH:32][n:33][cH:34][cH:35][cH:36]4)[c:21]4[cH:20][c:19]([F:18])[cH:27][cH:26][c:25]43)[c:12]([CH3:14])[n:13]2)[cH:5][cH:6][cH:7]1. The reactants are C1=CN(C=N1)C(=O)N2C=CN=C2 (CDI), CC1=NC(=CC(=C1)N)C (2,6-Dimethyl-pyridin-4-ylamine), C1=CN(C=N1)C(=O)N2C=CN=C2 (CDI). The solvent is O1CCOCC1 (dioxane). Conditions: temperature 80 celsius, time 15 hour. Yields the product CC1=NC(=CC(=C1)NC(=O)NC1=CC(=NC(=C1)C)C)C (1,3-Bis-(2,6-dimethyl-pyridin-4-yl)-urea). Reaction SMILES: [CH3:1][C:2]1[CH:7]=[C:6]([NH2:8])[CH:5]=[C:4]([CH3:9])[N:3]=1.C1N=CN([C:15]([N:17]2C=N[CH:19]=[CH:18]2)=[O:16])C=1>O1CCOCC1>[CH3:1][C:2]1[CH:7]=[C:6]([NH:8][C:15]([NH:17][C:18]2[CH:19]=[C:4]([CH3:5])[N:3]=[C:2]([CH3:7])[CH:1]=2)=[O:16])[CH:5]=[C:4]([CH3:9])[N:3]=1. Reported procedure: 2,6-Dimethyl-pyridin-4-ylamine (1.22 g, 10 mmol) is dissolved in dry dioxane (30 mL) and CDI (891 mg, 5.5 mmol) is added. The mixture is heated at 80° C. for 1 h. Further CDI (160 mg) is added and stirring is continued for 15 h. The mixture is evaporated and purified by FC (SiO2, EtOAc-MeOH) to provide the title compound. Starting materials: CN1C(=O)C(Br)=C(c2cn(C)c3ccccc23)C1=O, O=C([O-])[O-], CC(=O)[O-], [K+], [Na+], [Na+], Ic1cccc(OCCN2CCOCC2)c1. Product: CN1C(=O)C(c2cccc(OCCN3CCOCC3)c2)=C(c2cn(C)c3ccccc23)C1=O. As a reaction SMILES: [Br:22][C:23]1=[C:27]([c:28]2[cH:29][n:30]([CH3:37])[c:31]3[cH:32][cH:33][cH:34][cH:35][c:36]23)[C:26](=[O:38])[N:25]([CH3:39])[C:24]1=[O:40].[C:41](=[O:42])([O-:43])[O-:44].[CH3:18][C:19](=[O:20])[O-:21].[K+:17].[Na+:45].[Na+:46].[O:1]1[CH2:2][CH2:3][N:4]([CH2:7][CH2:8][O:9][c:10]2[cH:11][c:12]([I:16])[cH:13][cH:14][cH:15]2)[CH2:5][CH2:6]1>>[O:1]1[CH2:2][CH2:3][N:4]([CH2:7][CH2:8][O:9][c:10]2[cH:11][c:12]([C:23]3=[C:27]([c:28]4[cH:29][n:30]([CH3:37])[c:31]5[cH:32][cH:33][cH:34][cH:35][c:36]45)[C:26](=[O:38])[N:25]([CH3:39])[C:24]3=[O:40])[cH:13][cH:14][cH:15]2)[CH2:5][CH2:6]1.